From a dataset of the Open Reaction Database (ORD), a public repository of structured organic reaction records. describe an organic reaction: reactants, conditions, products, and yield Reactants: NC1=CC=C(C=C1)C1=NC(=NC(=N1)N1C(COCC1C)C)C1=CC=C(C=C1)NC(=O)NC (1-(4-(4-(4-aminophenyl)-6-(3,5-dimethylmorpholino)-1,3,5-triazin-2-yl)phenyl)-3-methylurea), N1=CC=C(C=C1)NC(OC1=CC=CC=C1)=O (phenyl pyridin-4-ylcarbamate). Reported procedure: The title compound was prepared by following the procedure of example 462 step 7 using 1-(4-(4-(4-aminophenyl)-6-(3,5-dimethylmorpholino)-1,3,5-triazin-2-yl)phenyl)-3-methylurea and phenyl pyridin-4-ylcarbamate. Yield 15 mg, 0.8% yield. Yield: 0.8%. Reaction SMILES: [NH2:1][C:2]1[CH:7]=[CH:6][C:5]([C:8]2[N:13]=[C:12]([N:14]3[CH:19]([CH3:20])[CH2:18][O:17][CH2:16][CH:15]3[CH3:21])[N:11]=[C:10]([C:22]3[CH:27]=[CH:26][C:25]([NH:28][C:29]([NH:31][CH3:32])=[O:30])=[CH:24][CH:23]=3)[N:9]=2)=[CH:4][CH:3]=1.[N:33]1[CH:38]=[CH:37][C:36]([NH:39][C:40](=O)[O:41]C2C=CC=CC=2)=[CH:35][CH:34]=1>>[CH3:21][CH:15]1[CH2:16][O:17][CH2:18][CH:19]([CH3:20])[N:14]1[C:12]1[N:11]=[C:10]([C:22]2[CH:27]=[CH:26][C:25]([NH:28][C:29](=[O:30])[NH:31][CH3:32])=[CH:24][CH:23]=2)[N:9]=[C:8]([C:5]2[CH:4]=[CH:3][C:2]([NH:1][C:40]([NH:39][C:36]3[CH:37]=[CH:38][N:33]=[CH:34][CH:35]=3)=[O:41])=[CH:7][CH:6]=2)[N:13]=1. Yields the product CC1N(C(COC1)C)C1=NC(=NC(=N1)C1=CC=C(C=C1)NC(NC)=O)C1=CC=C(C=C1)NC(=O)NC1=CC=NC=C1 (1-{4-[4-(3,5-dimethylmorpholin-4-yl)-6-{4-[(methylcarbamoyl)amino]phenyl}-1,3,5-triazin-2-yl]phenyl}-3-pyridin-4-ylurea).